This data is from the Open Reaction Database (ORD), a public repository of structured organic reaction records. The task is: describe an organic reaction: reactants, conditions, products, and yield As a reaction SMILES: [CH3:1][CH:2]1[C:7](=[O:8])[NH:6][C:5]2[CH:9]=[CH:10][CH:11]=[CH:12][C:4]=2[O:3]1.[Br:13]Br>C(O)(=O)C>[Br:13][C:11]1[CH:10]=[CH:9][C:5]2[NH:6][C:7](=[O:8])[CH:2]([CH3:1])[O:3][C:4]=2[CH:12]=1. Starting materials: CC1OC2=C(NC1=O)C=CC=C2 (2-methyl-1,4-benzoxazin-3-(4H)-one), BrBr (bromine). Solvent: C(C)(=O)O (acetic acid), C(C)(=O)O (acetic acid). Yields the product BrC1=CC2=C(NC(C(O2)C)=O)C=C1 (7-Bromo-2-methyl-1,4-benzoxazin-3-(4H)-one). Run at time 8 hour. Reported procedure: In 56 ml of glacial acetic acid, 6 g of 2-methyl-1,4-benzoxazin-3-(4H)-one is precooled at 0° C. and mixed drop by drop with 1.9 ml of bromine in 19 ml of glacial acetic acid. It is allowed to reach room temperature and stirred for another 8 hours. The mixture is poured onto ice water, the crystals are suctioned off and washed with water. 9.3 g of crude product results, which is recrystallized from ethanol/water. 7-Bromo-2-methyl-1,4-benzoxazin-3-(4H)-one is obtained as a by-product. As an alter... The reactants are C(C=C)(=O)O (acrylic acid), N1=CC=CC=C1 (pyridine), Cl.CN(CCCN=C=NCC)C (1-(3-dimethylaminopropyl)-3-ethylcarbodiimide hydrochloride), ClC=1C=C(C=CC1OCC1=CC(=CC=C1)F)NC1=NC=NC2=CC(=C(C=C12)NC(=O)[C@H]1NCCC1)OCCOC ((2S)-pyrrolidine-2-carboxylic acid {4-[3-chloro-4-(3-fluoro-benzyloxy)-phenylamino]-7-(2-methoxyethoxy)-quinazolin-6-yl}-amide). Run in C1CCOC1 (THF). Reaction conditions: temperature 0 celsius. The product is ClC=1C=C(C=CC1OCC1=CC(=CC=C1)F)NC1=NC=NC2=CC(=C(C=C12)NC(=O)[C@H]1N(CCC1)C(C=C)=O)OCCOC ((2S)-1-acryloyl-pyrrolidine-2-carboxylic acid {4-[3-chloro-4-(3-fluoro-benzyloxy)-phenylamino]-7-(2-methoxyethoxy)-quinazolin-6-yl}-amide). The yield is 17.0%. As a reaction SMILES: [Cl:1][C:2]1[CH:3]=[C:4]([NH:17][C:18]2[C:27]3[C:22](=[CH:23][C:24]([O:36][CH2:37][CH2:38][O:39][CH3:40])=[C:25]([NH:28][C:29]([C@@H:31]4[CH2:35][CH2:34][CH2:33][NH:32]4)=[O:30])[CH:26]=3)[N:21]=[CH:20][N:19]=2)[CH:5]=[CH:6][C:7]=1[O:8][CH2:9][C:10]1[CH:15]=[CH:14][CH:13]=[C:12]([F:16])[CH:11]=1.[C:41](O)(=[O:44])[CH:42]=[CH2:43].N1C=CC=CC=1.Cl.CN(C)CCCN=C=NCC>C1COCC1>[Cl:1][C:2]1[CH:3]=[C:4]([NH:17][C:18]2[C:27]3[C:22](=[CH:23][C:24]([O:36][CH2:37][CH2:38][O:39][CH3:40])=[C:25]([NH:28][C:29]([C@@H:31]4[CH2:35][CH2:34][CH2:33][N:32]4[C:41](=[O:44])[CH:42]=[CH2:43])=[O:30])[CH:26]=3)[N:21]=[CH:20][N:19]=2)[CH:5]=[CH:6][C:7]=1[O:8][CH2:9][C:10]1[CH:15]=[CH:14][CH:13]=[C:12]([F:16])[CH:11]=1 |f:3.4|. Reported procedure: 288 mg of (2S)-pyrrolidine-2-carboxylic acid {4-[3-chloro-4-(3-fluoro-benzyloxy)-phenylamino]-7-(2-methoxyethoxy)-quinazolin-6-yl}-amide as a starting material was dissolved in 10 ml of THF, and cooled to 0° C. The solution was reacted with 0.07 ml of acrylic acid, 0.17 ml of pyridine and 0.29 g of 1-(3-dimethylaminopropyl)-3-ethylcarbodiimide hydrochloride at 0° C. for 30 mins and at room temperature for 2 hours. The reacted solution was extracted with a mixture of chloroform and isopropanol af... Reactants: acyloxyalkyl carbamates, N[C@H](CO)C(=O)O (D-serine), CC(C(=O)OCCOC(=O)ON1C(CCC1=O)=O)(C)C ((2,5-dioxoazolidinyloxycarbonyloxy)ethyl 2,2-dimethylpropanoate). The product is CC(C(=O)OCCOC(=O)N[C@@H](C(=O)O)CO)(C)C ((2R)-2-{[(2,2-Dimethylpropanoyloxy)ethoxy]carbonylamino}-3-hydroxypropanoic Acid). The yield is 27.5%. RXN SMILES: [NH2:1][C@@H:2]([C:5]([OH:7])=[O:6])[CH2:3][OH:4].[CH3:8][C:9]([CH3:27])([CH3:26])[C:10]([O:12][CH2:13][CH2:14][O:15][C:16](ON1C(=O)CCC1=O)=[O:17])=[O:11]>>[CH3:8][C:9]([CH3:27])([CH3:26])[C:10]([O:12][CH2:13][CH2:14][O:15][C:16]([NH:1][C@H:2]([CH2:3][OH:4])[C:5]([OH:7])=[O:6])=[O:17])=[O:11]. Reported procedure: Following the general procedure for the synthesis of acyloxyalkyl carbamates, D-serine (504 mg, 4.8 mmol) and (2,5-dioxoazolidinyloxycarbonyloxy)ethyl 2,2-dimethylpropanoate (1.1 g, 4.0 mmol) were reacted to provide 305 mg (28% yield) of the title compound (24) as a white powder after work-up and mass-guided preparative HPLC purification. 1H NMR (CDCl3, 400 MHz): δ=6.78 (m, 1H), 6.40 (br s, 1H), 6.11 (t, 1H), 4.41 (m, 1H), 4.04 (m, 1H), 3.93 (m, 1H), 1.44 (2d, 3H), 1.20 (s, 9H). MS (ESI) m/z 278... Starting materials: ClCCCl, CCNS(=O)(=O)c1cc(C(=O)O)c(F)cc1F, CN(C)C=O, Nc1nnc(C2CCCC2)s1, ClCCl, On1nnc2ccccc21. The product is CCNS(=O)(=O)c1cc(C(=O)Nc2nnc(C3CCCC3)s2)c(F)cc1F. As a reaction SMILES: [CH2:18]([Cl:19])[CH2:20][Cl:21].[CH2:1]([CH3:2])[NH:3][S:4](=[O:5])(=[O:6])[c:7]1[c:8]([F:17])[cH:9][c:10]([F:16])[c:11]([C:12](=[O:13])[OH:14])[cH:15]1.[CH3:43][N:44]([CH3:45])[CH:46]=[O:47].[CH:32]1([c:37]2[n:38][n:39][c:40]([NH2:42])[s:41]2)[CH2:33][CH2:34][CH2:35][CH2:36]1.[Cl:48][CH2:49][Cl:50].[OH:22][n:23]1[c:24]2[c:25]([cH:26][cH:27][cH:28][cH:29]2)[n:30][n:31]1>>[CH2:1]([CH3:2])[NH:3][S:4](=[O:5])(=[O:6])[c:7]1[c:8]([F:17])[cH:9][c:10]([F:16])[c:11]([C:12](=[O:14])[NH:42][c:40]2[n:39][n:38][c:37]([CH:32]3[CH2:33][CH2:34][CH2:35][CH2:36]3)[s:41]2)[cH:15]1. The reactants are C(C)C(CC)NC=1C(=C(CO)C(=CC1[N+](=O)[O-])C)[N+](=O)[O-] (3-[(1-Ethylpropyl)amino]-6-methyl-2,4-dinitrobenzyl alcohol), ClC1=C(OCC(=O)Cl)C=CC(=C1)Cl (2,4-dichlorophenoxyacetyl chloride). Solvent: C1=CC=CC=C1 (benzene), CCOCC (ether). Run at temperature 60 celsius. Product: ClC1=C(OCC(=O)OCC2=C(C(=C(C=C2C)[N+](=O)[O-])NC(CC)CC)[N+](=O)[O-])C=CC(=C1)Cl (3-[(1-Ethylpropyl)amino]-6-methyl-2,4-dinitrobenzyl (2,4-dichlorophenoxy)acetate). RXN SMILES: [CH2:1]([CH:3]([NH:6][C:7]1[C:8]([N+:19]([O-:21])=[O:20])=[C:9]([C:12]([CH3:18])=[CH:13][C:14]=1[N+:15]([O-:17])=[O:16])[CH2:10][OH:11])[CH2:4][CH3:5])[CH3:2].[Cl:22][C:23]1[CH:33]=[C:32]([Cl:34])[CH:31]=[CH:30][C:24]=1[O:25][CH2:26][C:27](Cl)=[O:28]>C1C=CC=CC=1.CCOCC>[Cl:22][C:23]1[CH:33]=[C:32]([Cl:34])[CH:31]=[CH:30][C:24]=1[O:25][CH2:26][C:27]([O:11][CH2:10][C:9]1[C:12]([CH3:18])=[CH:13][C:14]([N+:15]([O-:17])=[O:16])=[C:7]([NH:6][CH:3]([CH2:4][CH3:5])[CH2:1][CH3:2])[C:8]=1[N+:19]([O-:21])=[O:20])=[O:28]. Procedure: 3-[(1-Ethylpropyl)amino]-6-methyl-2,4-dinitrobenzyl alcohol (2.0 g; 0.007 mol) and 2,4-dichlorophenoxyacetyl chloride (used in excess over theory) are dissolved in benzene, and the solution stirred at 60° C. until tlc (silica gel-benzene) indicates the reaction to be complete. The reaction mixture is then cooled down, diluted with ether, and washed with dilute sodium bicarbonate solution until the washings became alkaline. The organic layer is then separated, dried over magnesium sulfate, and ev... As a reaction SMILES: [F:1][C:2]1[CH:7]=[CH:6][N:5]=[C:4]([NH:8][C:9](=[O:15])[O:10][C:11]([CH3:14])([CH3:13])[CH3:12])[CH:3]=1.CN(CCN(C)C)C.C([Li])CCC.[I:29]I.OS([O-])=O.[Na+]>C1COCC1.O.C(Cl)Cl.C(OCC)(=O)C>[F:1][C:2]1[CH:7]=[CH:6][N:5]=[C:4]([NH:8][C:9](=[O:15])[O:10][C:11]([CH3:12])([CH3:14])[CH3:13])[C:3]=1[I:29] |f:4.5|. Isolated yield 90.0%. Reported procedure: An oven-dried 3-neck round bottom flask equipped with an overhead stirrer, temperature probe, and addition funnel was charged with tert-butyl (4-fluoropyridin-2-yl)carbamate (Int-26, 31.8 g, 150 mmol), TMEDA (56.6 mL, 375 mmol) and THF (200 mL). The solution was cooled to −78° C. and a solution of n-butyllithium (2.50 M in hexane, 150 mL, 375 mmol) was added dropwise such that the reaction mixture temperature remained below −70° C. Upon completion of addition, the reaction mixture was stirred at... Run in C1CCOC1 (THF), C(C)(=O)OCC (Ethyl acetate), O (Water), O (water), C1CCOC1 (THF), C(Cl)Cl (methylene chloride). The reactants are II (I2), OS(=O)[O-].[Na+] (NaHSO3), FC1=CC(=NC=C1)NC(OC(C)(C)C)=O (tert-butyl (4-fluoropyridin-2-yl)carbamate), CN(C)CCN(C)C (TMEDA), C(CCC)[Li] (n-butyllithium). Yields the product FC1=C(C(=NC=C1)NC(OC(C)(C)C)=O)I (tert-butyl (4-fluoro-3-iodopyridin-2-yl)carbamate). Conditions: temperature -78 celsius, time 1 hour. Starting materials: SC1=C(C#N)C=CC(=C1)C=1C(=NNC1)C(F)(F)F (2-mercapto-4-(3-trifluoromethylpyrazolyl)benzonitrile), O (water). The solvent is CS(=O)C (dimethyl sulfoxide). The product is S(C1=C(C=CC(=C1)C=1C(=NNC1)C(F)(F)F)C#N)C1=C(C=CC(=C1)C=1C(=NNC1)C(F)(F)F)C#N (1,1′-thiodi-[2-cyano-5-(3-trifluoromethylpyrazolyl)benzene]). The yield is 46.4%. RXN SMILES: [SH:1][C:2]1[CH:9]=[C:8]([C:10]2[C:11]([C:15]([F:18])([F:17])[F:16])=[N:12][NH:13][CH:14]=2)[CH:7]=[CH:6][C:3]=1[C:4]#[N:5].O>CS(C)=O>[S:1]([C:6]1[CH:7]=[C:8]([C:10]2[C:11]([C:15]([F:16])([F:17])[F:18])=[N:12][NH:13][CH:14]=2)[CH:9]=[CH:2][C:3]=1[C:4]#[N:5])[C:2]1[CH:9]=[C:8]([C:10]2[C:11]([C:15]([F:16])([F:18])[F:17])=[N:12][NH:13][CH:14]=2)[CH:7]=[CH:6][C:3]=1[C:4]#[N:5]. Reported procedure: 3.0 g (11.1 mmol) of 2-mercapto-4-(3-trifluoromethylpyrazolyl)benzonitrile in 5 ml of dimethyl sulfoxide was stirred at 50° C. for 2 hours. The reaction mixture was cooled to room temperature and poured into 50 ml of water, and the organic matters were extracted with 20 ml of ethyl acetate twice. The ethyl acetate layers were combined, then washed with 30 ml of water twice and dried over anhydrous magnesium sulfate, and the ethyl acetate was distilled off under reduced pressure. Purification of ... Reactants: C(CCCCCC(C)(C)C)(=O)[O-] (neodecanoate), C(C)(C)C1=C(C(=CC=C1)C(C)C)N1C(C=CC1=O)=O (N-(2,6-diisopropylphenyl)maleimide), C=C(C)C (isobutene). Run in C1(=CC=CC=C1)C (toluene). Product: C(C)(C)C1=C(C(=CC=C1)C(C)C)N1C(C=CC1=O)=O.C=C(C)C (N-(2,6-diisopropylphenyl)maleimide isobutene). RXN SMILES: C([O-])(=O)CCCC[CH2:6][C:7](C)([CH3:9])[CH3:8].[CH:13]([C:16]1[CH:21]=[CH:20][CH:19]=[C:18]([CH:22]([CH3:24])[CH3:23])[C:17]=1[N:25]1[C:29](=[O:30])[CH:28]=[CH:27][C:26]1=[O:31])([CH3:15])[CH3:14].C=C(C)C>C1(C)C=CC=CC=1>[CH:13]([C:16]1[CH:21]=[CH:20][CH:19]=[C:18]([CH:22]([CH3:24])[CH3:23])[C:17]=1[N:25]1[C:26](=[O:31])[CH:27]=[CH:28][C:29]1=[O:30])([CH3:14])[CH3:15].[CH2:6]=[C:7]([CH3:9])[CH3:8] |f:4.5|. Reported procedure: In a one-liter autoclave were charged 400 ml of toluene as a polymerization solvent, 0.001 moles of perbutyl neodecanoate as a polymerization initiator, 0.42 moles of N-(2,6-diisopropylphenyl)maleimide, and 4.05 moles of isobutene, and the mixture was subjected to polymerization reaction under a polymerization condition at a polymerization temperature of 60° C. for a polymerization time of 5 hours, to obtain N-(2,6-diisopropylphenyl)maleimide-isobutene alternating copolymer. The thus obtained N-...